The task is: describe an organic reaction: reactants, conditions, products, and yield. This data is from the Open Reaction Database (ORD), a public repository of structured organic reaction records. The reactants are solution, C(CCC)[Li] (n-butyllithium), solution, C(C=C)Br (allyl bromide), C(CC(=O)C)(=O)OC (Methyl acetoacetate), [H-].[Na+] (sodium hydride), Cl (HCl). The solvent is CCCCCC (hexane), C1CCOC1 (THF), C1CCOC1 (THF), O1CCCC1 (tetrahydrofuran), CCOCC (ether), O (water). Conditions: time 10 minute. Product: O=C(CC(=O)OC)CCC=C (methyl 3-oxo-hept-6-enoate). RXN SMILES: [C:1]([O:7][CH3:8])(=[O:6])[CH2:2][C:3]([CH3:5])=[O:4].[H-].[Na+].[CH2:11]([Li])[CH2:12][CH2:13]C.C(Br)C=C.Cl>O1CCCC1.CCCCCC.CCOCC.O>[O:4]=[C:3]([CH2:5][CH2:13][CH:12]=[CH2:11])[CH2:2][C:1]([O:7][CH3:8])=[O:6] |f:1.2|. Procedure details: Methyl acetoacetate (34.8 g) is added dropwise to a suspension of 16.2 g of 50% sodium hydride in mineral oil in 750 ml of anhydrous tetrahydrofuran cooled to 0°. To this solution is added dropwise 141 ml of a 2.3M solution of n-butyllithium in hexane over 40 min keeping the temperature of the THF solution at 0°. To this solution is then added 36 g of a solution of allyl bromide in 150 ml of THF. After 10 min the reaction is worked up by pouring into a mixture of 60 ml of aqueous concentrated HC... Starting materials: C#CC(=O)OC, [Li]CCCC, CSc1ccc(C=O)cc1, [Cl-], [NH4+], C1CCOC1. Product: COC(=O)C#CC(O)c1ccc(SC)cc1. RXN SMILES: [C:1]([C:2]#[CH:3])(=[O:4])[O:5][CH3:6].[CH2:7]([Li:8])[CH2:9][CH2:10][CH3:11].[CH3:12][S:13][c:14]1[cH:15][cH:16][c:17]([CH:18]=[O:19])[cH:20][cH:21]1.[Cl-:22].[NH4+:23].[O:24]1[CH2:25][CH2:26][CH2:27][CH2:28]1>>[C:1]([C:2]#[C:3][CH:18]([c:17]1[cH:16][cH:15][c:14]([S:13][CH3:12])[cH:21][cH:20]1)[OH:19])(=[O:4])[O:5][CH3:6]. Starting materials: COC(=O)C1=CC=C2S(NC3=C4N=CC=CC4=C(C=C3C2=C1)Cl)(=O)=O (12-chloro-6,6-dioxo-5,6-dihydro-6λ*6*-thia-4,5-diaza-chrysene-9-carboxylic acid methyl ester), [Li+].[OH-] (LiOH), CO (MeOH), O (H2O). Isolated yield 93.2%. Run in C1CCOC1 (THF). Product: ClC=1C=C2C3=CC(=CC=C3S(NC2=C2N=CC=CC12)(=O)=O)C(=O)O (12-Chloro-6,6-dioxo-5,6-dihydro-6λ*6*-thia-4,5-diaza-chrysene-9-carboxylic acid). As a reaction SMILES: C[O:2][C:3]([C:5]1[CH:22]=[C:21]2[C:8]([S:9](=[O:25])(=[O:24])[NH:10][C:11]3[C:20]2=[CH:19][C:18]([Cl:23])=[C:17]2[C:12]=3[N:13]=[CH:14][CH:15]=[CH:16]2)=[CH:7][CH:6]=1)=[O:4].[Li+].[OH-].CO.O>C1COCC1>[Cl:23][C:18]1[CH:19]=[C:20]2[C:11](=[C:12]3[C:17]=1[CH:16]=[CH:15][CH:14]=[N:13]3)[NH:10][S:9](=[O:25])(=[O:24])[C:8]1[C:21]2=[CH:22][C:5]([C:3]([OH:4])=[O:2])=[CH:6][CH:7]=1 |f:1.2|. Procedure details: In a similar fashion using route 53 general procedure 121, 12-chloro-6,6-dioxo-5,6-dihydro-6λ*6*-thia-4,5-diaza-chrysene-9-carboxylic acid methyl ester 523 (0.85 g, 2.2 mmol), LiOH (190 mg, 4.5 mmol), MeOH:H2O:THF (10 ml: 3 ml: 2 ml) gave the title compound (0.74 g, 89%) after washing with MeOH. The reactants are CC1=C(C(=O)C2=C(C1=O)N3C[C@H]4[C@@H]([C@@]3([C@@H]2COC(=O)N)OC)N4C)OC (N-methylmitomycin A), C(C)(=O)[O-].[Na+] (sodium acetate), Cl.OCCCN (3-hydroxypropylamine hydrochloride). Run in CO (methanol), CO (methanol), CO (methanol). Run at time 24 hour. Product: C(N)(O)=O.OCC1C2(N(C=3C(C(=C(C(C13)=O)NCCCO)C)=O)CC1C2N1C)OC (1,1a,2,8,8a,8b-Hexahydro-8-(hydroxymethyl)-8a-methoxy-1,5-dimethyl-6-(3-hydroxypropylamino)-azirino[2',3':3,4]pyrrolo-[1,2-a]indole-4,7-dione carbamate). Yield: 61.0%. As a reaction SMILES: [CH3:1][C:2]1[C:8](=[O:9])[C:7]2[N:10]3[C@@:14]([O:21][CH3:22])([C@H:15]([CH2:16][O:17][C:18]([NH2:20])=[O:19])[C:6]=2[C:4](=[O:5])[C:3]=1OC)[C@H:13]1[N:23]([CH3:24])[C@H:12]1[CH2:11]3.C([O-])(=O)C.[Na+].Cl.[OH:33][CH2:34][CH2:35][CH2:36][NH2:37]>CO>[C:18](=[O:17])([OH:19])[NH2:20].[OH:17][CH2:16][CH:15]1[C:6]2[C:4](=[O:5])[C:3]([NH:37][CH2:36][CH2:35][CH2:34][OH:33])=[C:2]([CH3:1])[C:8](=[O:9])[C:7]=2[N:10]2[CH2:11][CH:12]3[N:23]([CH3:24])[CH:13]3[C:14]12[O:21][CH3:22] |f:1.2,3.4,6.7|. Procedure: To a solution of 50 mg(0.13 mmol) of N-methylmitomycin A in 10 ml of anhydrus methanol, a solution of 82 mg (1 mmol) sodium acetate in 2.5 ml of methanol and a solution of 130 mg (1 mmol) of 3-hydroxypropylamine hydrochloride in 2.5 ml of methanol were added alternatively with vigorous stirring, over a period of 10 minutes. The progress of the stirred reaction was checked frequently by TLC and appeared to be complete in 24 hours. The solvent was evaporated under reduced pressure and the residue ... Starting materials: COC(=O)C1C(CCC(C1)CCOCC1=CC=CC=C1)O (5-(2-benzyloxy-ethyl)-2-hydroxy-cyclohexanecarboxylic acid methyl ester), O=S(Cl)Cl (SOCl2), C1CCC2=NCCCN2CC1 (DBU), CCOC(=O)C (EtOAc). Solvent: N1=CC=CC=C1 (pyridine). Conditions: temperature 55 celsius. Product: COC(=O)C1=CCCC(C1)CCOCC1=CC=CC=C1 (5-(2-benzyloxy-ethyl)-cyclohex-1-enecarboxylic acid methyl ester). Reaction SMILES: [CH3:1][O:2][C:3]([CH:5]1[CH2:10][CH:9]([CH2:11][CH2:12][O:13][CH2:14][C:15]2[CH:20]=[CH:19][CH:18]=[CH:17][CH:16]=2)[CH2:8][CH2:7][CH:6]1O)=[O:4].O=S(Cl)Cl.C1CCN2C(=NCCC2)CC1.CCOC(C)=O>N1C=CC=CC=1>[CH3:1][O:2][C:3]([C:5]1[CH2:10][CH:9]([CH2:11][CH2:12][O:13][CH2:14][C:15]2[CH:16]=[CH:17][CH:18]=[CH:19][CH:20]=2)[CH2:8][CH2:7][CH:6]=1)=[O:4]. Procedure details: A solution of 5-(2-benzyloxy-ethyl)-2-hydroxy-cyclohexanecarboxylic acid methyl ester (Intermediate R2, 0.72 g, 2.48 mmol) in pyridine (10 mL) was treated with SOCl2 (0.73 mL, 12.4 mmol) at −20° C. The mixture was allowed to react for 15 m and was then warmed to 55° C. for 16 h. The solvents were removed under vacuum and the residue was diluted in ether at 0° C. The solution was quenched with water, washed with 1M HCl, 5% NaOH and brine. The organic material was dried over MgSO4 filtered and fre... The reactants are [Cl-], Clc1cnc(Cl)c(Cl)c1Cl, [NH4+], [Zn]. Yields the product Clc1cnc(Cl)c(Cl)c1. As a reaction SMILES: [Cl-:11].[Cl:1][c:2]1[n:3][cH:4][c:5]([Cl:10])[c:6]([Cl:9])[c:7]1[Cl:8].[NH4+:12].[Zn:13]>>[Cl:1][c:2]1[n:3][cH:4][c:5]([Cl:10])[cH:6][c:7]1[Cl:8]. Procedure: A 1.6M solution of butyllithium in hexanes (2.5 mL, 4.0 mmol) was added in three portions over 2 hours into a solution of 4-(2-bromo-5-fluoro-benzyl)-piperazine-1-carboxylic acid tert-butyl ester (500 mg, 1.34 mmol) in anhydrous Et2O cooled at −78° C. After one additional hour at −78° C., an excess of dry ice was added and the cooling bath was removed. The reaction mixture was allowed to warm up to RT and was concentrated under vacuum. The residue was taken up with a saturated aqueous solution o... Run in CCOCC (Et2O). The reactants are solution, C(CCC)[Li] (butyllithium), hexanes, C(C)(C)(C)OC(=O)N1CCN(CC1)CC1=C(C=CC(=C1)F)Br (4-(2-bromo-5-fluoro-benzyl)-piperazine-1-carboxylic acid tert-butyl ester), C(=O)=O (dry ice). The yield is 78.0%. As a reaction SMILES: C([Li])CCC.[C:6]([O:10][C:11]([N:13]1[CH2:18][CH2:17][N:16]([CH2:19][C:20]2[CH:25]=[C:24]([F:26])[CH:23]=[CH:22][C:21]=2Br)[CH2:15][CH2:14]1)=[O:12])([CH3:9])([CH3:8])[CH3:7].[C:28](=[O:30])=[O:29]>CCOCC>[C:6]([O:10][C:11]([N:13]1[CH2:18][CH2:17][N:16]([CH2:19][C:20]2[CH:25]=[C:24]([F:26])[CH:23]=[CH:22][C:21]=2[C:28]([OH:30])=[O:29])[CH2:15][CH2:14]1)=[O:12])([CH3:9])([CH3:8])[CH3:7]. Run at temperature -78 celsius. Product: C(C)(C)(C)OC(=O)N1CCN(CC1)CC1=C(C=CC(=C1)F)C(=O)O (4-(2-carboxy-5-fluoro-benzyl)-piperazine-1-carboxylic acid tert-butyl ester).